Dataset: the Open Reaction Database (ORD), a public repository of structured organic reaction records. Task: describe an organic reaction: reactants, conditions, products, and yield The reactants are COC(C1=CC(=CC(=C1)O)O)=O (methyl-3,5-dihydroxybenzoate), C(CCCCCCC)Br (octyl bromide). Yields the product COC(C1=CC(=CC(=C1)OCCCCCCCC)OCCCCCCCC)=O (methyl-3,5-dioctyloxybenzoate). Reaction SMILES: [CH3:1][O:2][C:3](=[O:12])[C:4]1[CH:9]=[C:8]([OH:10])[CH:7]=[C:6]([OH:11])[CH:5]=1.[CH2:13](Br)[CH2:14][CH2:15][CH2:16][CH2:17][CH2:18][CH2:19][CH3:20]>>[CH3:1][O:2][C:3](=[O:12])[C:4]1[CH:5]=[C:6]([O:11][CH2:13][CH2:14][CH2:15][CH2:16][CH2:17][CH2:18][CH2:19][CH3:20])[CH:7]=[C:8]([O:10][CH2:13][CH2:14][CH2:15][CH2:16][CH2:17][CH2:18][CH2:19][CH3:20])[CH:9]=1. Reported procedure: 200 ml of ethyl alcohol and then 2.3 g of purified sodium are introduced into a 500 ml Erlenmeyer flask. A reflux condenser is fitted to the Erlenmeyer flask and the reaction medium is stirred with a magnetized bar. When the sodium ethylate is formed, 8.4 g of methyl-3,5-dihydroxybenzoate is added, accompanied by stirring. As soon as the medium has become homogeneous, 20.26 g of distilled octyl bromide are added dropwise. Heating under refluxing takes place for 20 hours. Reactants: C(C)(C)(C)P(C(C)(C)C)CC1=CC=CC(=N1)C1=NC=CC=C1 (6-di-tert-butylphosphinomethyl-2,2′-bipyridine), [BH4-].[Na+] (NaBH4). Solvent: CC(C)O (2-propanol). Run at time 12 hour. Yields the product C(C)(C)P(C(C)C)CC1=CC=CC(=N1)C1=NC=CC=C1 (6-di-iso-propylphosphinomethyl-2,2′-bipyridine). Isolated yield 85.0%. RXN SMILES: [C:1]([P:5]([CH2:10][C:11]1[N:16]=[C:15]([C:17]2[CH:22]=[CH:21][CH:20]=[CH:19][N:18]=2)[CH:14]=[CH:13][CH:12]=1)[C:6](C)([CH3:8])[CH3:7])(C)([CH3:3])[CH3:2].[BH4-].[Na+]>CC(O)C>[CH:1]([P:5]([CH2:10][C:11]1[N:16]=[C:15]([C:17]2[CH:22]=[CH:21][CH:20]=[CH:19][N:18]=2)[CH:14]=[CH:13][CH:12]=1)[CH:6]([CH3:8])[CH3:7])([CH3:2])[CH3:3] |f:1.2|. Procedure details: To a suspension of complex 5 (77 mg, 0.1 mmol) in 2-propanol (10 ml) was added a fine powder of NaBH4 (9.5 mg, 0.25 mmol). The mixture was stirred at room temperature for 12 hrs and then filtered. The resulting yellow solid was washed with 2-propanol (3×1.5 mL) and then dissolved in benzene (10 mL) and the solution was filtered. The yellow filtrate was evaporated to dryness under vacuum, yielding complex 6′ as a yellow solid which was dried under vacuum overnight to give 61 mg (85% yield). 31P{1...